This data is from the Open Reaction Database (ORD), a public repository of structured organic reaction records. The task is: describe an organic reaction: reactants, conditions, products, and yield As a reaction SMILES: [CH2:12]([CH2:13][CH2:14][CH3:15])[O:16][c:17]1[cH:18][cH:19][c:20]([CH:21]=[O:22])[cH:23][cH:24]1.[CH3:1][C:2]1([CH3:3])[CH:4]2[CH2:5][CH2:6][C:7]1([CH3:8])[C:9](=[O:10])[CH2:11]2.[CH3:26][c:27]1[cH:28][cH:29][cH:30][cH:31][cH:32]1.[OH2:25]>>[CH3:1][C:2]1([CH3:3])[CH:4]2[CH2:5][CH2:6][C:7]1([CH3:8])[C:9](=[O:10])[C:11]2=[CH:21][c:20]1[cH:19][cH:18][c:17]([O:16][CH2:12][CH2:13][CH2:14][CH3:15])[cH:24][cH:23]1. The product is CCCCOc1ccc(C=C2C(=O)C3(C)CCC2C3(C)C)cc1. Reactants: CCCCOc1ccc(C=O)cc1, CC12CCC(CC1=O)C2(C)C, Cc1ccccc1, O.